The task is: describe an organic reaction: reactants, conditions, products, and yield. This data is from the Open Reaction Database (ORD), a public repository of structured organic reaction records. Reactants: COC(=O)c1ccc(N)cc1OC, [I-], I, [K+], O=N[O-], [Na+], O, O=S(=O)(O)O. The product is COC(=O)c1ccc(I)cc1OC. As a reaction SMILES: [CH3:1][O:2][C:3]([c:4]1[c:5]([O:11][CH3:12])[cH:6][c:7]([NH2:10])[cH:8][cH:9]1)=[O:13].[I-:24].[I:25].[K+:23].[N:19]([O-:20])=[O:21].[Na+:22].[OH2:26].[S:14](=[O:15])(=[O:16])([OH:17])[OH:18]>>[CH3:1][O:2][C:3]([c:4]1[c:5]([O:11][CH3:12])[cH:6][c:7]([I:24])[cH:8][cH:9]1)=[O:13]. The reactants are [Al+3], CCCC(=O)Cl, COc1cc2c(c3c1c(=O)c1cc4ccccc4nc1n3C)C=CC(C)(C)O2, [Cl-], [Cl-], [Cl-], ClCCl, Cl. Product: CCCC(=O)C1=Cc2c(cc(OC)c3c(=O)c4cc5ccccc5nc4n(C)c23)OC1(C)C. RXN SMILES: [Al+3:8].[C:1]([CH2:2][CH2:3][CH3:4])(=[O:5])[Cl:6].[CH3:11][O:12][c:13]1[cH:14][c:15]2[c:20]([c:21]3[c:22]1[c:23](=[O:36])[c:24]1[cH:25][c:26]4[c:27]([n:28][c:29]1[n:30]3[CH3:31])[cH:32][cH:33][cH:34][cH:35]4)[CH:19]=[CH:18][C:17]([CH3:37])([CH3:38])[O:16]2.[Cl-:10].[Cl-:7].[Cl-:9].[Cl:40][CH2:41][Cl:42].[ClH:39]>>[C:1]([CH2:2][CH2:3][CH3:4])(=[O:5])[C:18]1=[CH:19][c:20]2[c:15]([cH:14][c:13]([O:12][CH3:11])[c:22]3[c:21]2[n:30]([CH3:31])[c:29]2[c:24]([c:23]3=[O:36])[cH:25][c:26]3[c:27]([n:28]2)[cH:32][cH:33][cH:34][cH:35]3)[O:16][C:17]1([CH3:37])[CH3:38]. Reactants: CCCCCC, CCO, [Na+], CCOC(=O)CC1CCC2(CC1)OCCO2, [OH-]. Product: O=C(O)CC1CCC2(CC1)OCCO2. As a reaction SMILES: [CH3:17][CH2:18][CH2:19][CH2:20][CH2:21][CH3:22].[CH3:25][CH2:26][OH:27].[Na+:24].[O:1]1[CH2:2][CH2:3][O:4][C:5]12[CH2:6][CH2:7][CH:8]([CH2:11][C:12](=[O:13])[O:14][CH2:15][CH3:16])[CH2:9][CH2:10]2.[OH-:23]>>[O:1]1[CH2:2][CH2:3][O:4][C:5]12[CH2:6][CH2:7][CH:8]([CH2:11][C:12](=[O:13])[OH:14])[CH2:9][CH2:10]2. Starting materials: C(C)OC(=O)C1(CC1)[C@@H]1C(C(N(C1)[C@@H](C)C1=CC=CC=C1)=O)(F)F (4-(S)-(1-Ethoxycarbonylcyclopropyl)-3,3-difluoro-1-[1-(S)-phenylethyl]-2-pyrrolidone), COC=1C=CC(=CC1)P2(=S)SP(=S)(S2)C=3C=CC(=CC3)OC (Lawesson's reagent). Solvent: C1=CC=CC=C1 (benzene). The product is C(C)OC(=O)C1(CC1)[C@@H]1C(C(N(C1)[C@@H](C)C1=CC=CC=C1)=S)(F)F (4-(S)-(1-Ethoxycarbonylcyclopropyl)-3,3-difluoro-1-[1-(S)-phenylethyl]-2-pyrrolidinethione). Isolated yield 150.7%. As a reaction SMILES: [CH2:1]([O:3][C:4]([C:6]1([C@H:9]2[CH2:13][N:12]([C@H:14]([C:16]3[CH:21]=[CH:20][CH:19]=[CH:18][CH:17]=3)[CH3:15])[C:11](=O)[C:10]2([F:24])[F:23])[CH2:8][CH2:7]1)=[O:5])[CH3:2].COC1C=CC(P2(SP(C3C=CC(OC)=CC=3)(=S)S2)=[S:34])=CC=1>C1C=CC=CC=1>[CH2:1]([O:3][C:4]([C:6]1([C@H:9]2[CH2:13][N:12]([C@H:14]([C:16]3[CH:21]=[CH:20][CH:19]=[CH:18][CH:17]=3)[CH3:15])[C:11](=[S:34])[C:10]2([F:24])[F:23])[CH2:8][CH2:7]1)=[O:5])[CH3:2]. Procedure: 4-(S)-(1-Ethoxycarbonylcyclopropyl)-3,3-difluoro-1-[1-(S)-phenylethyl]-2-pyrrolidone (3.621 g, 10.73 mmol) was dissolved in dry benzene (100 ml), and the solution was mixed with Lawesson's reagent (2.192 g, 5.420 mmol) and heated under reflux for 1 hour. After cooling, benzene was evaporated under reduced pressure, and the resulting residue was subjected to flash silica gel chromatography and eluted with an eluant of n-hexane:ethyl acetate=5:1, to thereby obtain 2.886 g (76.1%) of the title comp... Starting materials: ClC1=C(C=CC(=C1)F)C=1CCN(CC1)C(=O)OC(C)(C)C (tert-butyl 4-(2-chloro-4-fluorophenyl)-3,6-dihydro-2H-pyridine-1-carboxylate), C(C)NCC (diethylamine), CCCCCC.C(C)O (hexane ethanol). Product: ClC1=C(C=CC(=C1)F)[C@@H]1[C@H](CNCC1)O ((3R,4R)-4-(2-chloro-4-fluorophenyl)piperidin-3-ol). Reaction SMILES: [Cl:1][C:2]1[CH:7]=[C:6]([F:8])[CH:5]=[CH:4][C:3]=1[C:9]1[CH2:10][CH2:11][N:12](C(OC(C)(C)C)=O)[CH2:13][CH:14]=1.C(NCC)C.CCCCCC.C([OH:35])C>>[Cl:1][C:2]1[CH:7]=[C:6]([F:8])[CH:5]=[CH:4][C:3]=1[C@H:9]1[CH2:10][CH2:11][NH:12][CH2:13][C@@H:14]1[OH:35] |f:2.3|. Procedure: 3.62 g of the entitled compound was obtained as a pale orange solid from the latter fraction (retention time: 14.8 min) in the same method as in Production Example 25-3, for which, however, tert-butyl 4-(2-chloro-4-fluorophenyl)-3,6-dihydro-2H-pyridine-1-carboxylate was used in place of tert-butyl 4-(2-chlorophenyl)-3,6-dihydro-2H-pyridine-1-carboxylate used in Production Example 25-3, and an optically-active column (Daicel's CHRALPAK AD column, 2 cm×25 cm; 0.1% diethylamine, hexane/ethanol=9/1;... Reactants: TEA, CC1=CC(=NO1)N (5-methyl-isoxazole-3-ylamine), N(CCC(=O)O)C(=O)OC(C)(C)C (Boc-Beta-Ala-OH). The reagents and catalysts are CN(C)C=1C=CN=CC1 (DMAP). Solvent: C(Cl)Cl (DCM), C(Cl)Cl (DCM). Reaction conditions: time 18 hour. The product is NCCC(=O)NC1=NOC(=C1)C (3-Amino-N-(5-methyl-isoxazol-3-yl)-propionamide), hydrochloride salt. RXN SMILES: [CH3:1][C:2]1[O:6][N:5]=[C:4]([NH2:7])[CH:3]=1.[NH:8](C(OC(C)(C)C)=O)[CH2:9][CH2:10][C:11](O)=[O:12]>CN(C1C=CN=CC=1)C.C(Cl)Cl>[NH2:8][CH2:9][CH2:10][C:11]([NH:7][C:4]1[CH:3]=[C:2]([CH3:1])[O:6][N:5]=1)=[O:12]. Procedure: A solution of DMAP (9.77 g, 0.08 mol), TEA (55.23 ml, 0.396 mol) and DCI (49.01 ml, 0.317 mol) in DCM (250 ml) is treated with 5-methyl-isoxazole-3-ylamine (28.8 g, 0.290 mol) and Boc-Beta-Ala-OH (50 g, 0.264 mol). The reaction mixture is stirred at room temperature for 18 hours and then diluted with DCM (1750 ml). The mixture is washed with 10% citric acid (2×500 ml), saturated sodium hydrogen carbonate solution (2×500 ml) and brine (600 ml). The organic portion is dried (MgSO4), concentrated i...